From a dataset of the Open Reaction Database (ORD), a public repository of structured organic reaction records. describe an organic reaction: reactants, conditions, products, and yield Reaction SMILES: C(OC(=O)[NH:7][C@@H:8]([C:10](=[O:33])[NH:11][CH2:12][C:13]1[N:22]=[C:21]([N:23]([C:25]2[CH:30]=[CH:29][C:28]([O:31][CH3:32])=[CH:27][CH:26]=2)[CH3:24])[C:20]2[C:15](=[CH:16][CH:17]=[CH:18][CH:19]=2)[N:14]=1)[CH3:9])(C)(C)C.NCC1N=C(N(C2C=CC(OC)=CC=2)C)C2C(=CC=CC=2)N=1.N(C(OC(C)(C)C)=O)[C@@H](C(O)=O)C.CCN=C=NCCCN(C)C.C(N(C(C)C)C(C)C)C>CN(C=O)C>[NH2:7][C@H:8]([CH3:9])[C:10]([NH:11][CH2:12][C:13]1[N:22]=[C:21]([N:23]([C:25]2[CH:30]=[CH:29][C:28]([O:31][CH3:32])=[CH:27][CH:26]=2)[CH3:24])[C:20]2[C:15](=[CH:16][CH:17]=[CH:18][CH:19]=2)[N:14]=1)=[O:33]. Product: N[C@@H](C(=O)NCC1=NC2=CC=CC=C2C(=N1)N(C)C1=CC=C(C=C1)OC)C ((R)-2-Amino-N-{4-[(4-methoxy-phenyl)-methyl-amino]-quinazolin-2-ylmethyl}-propionamide). Procedure details: [(R)-1-({4-[(4-Methoxy-phenyl)-methyl-amino]-quinazolin-2-ylmethyl}-carbamoyl)-ethyl]-carbamic acid tert-butyl ester: The title compound was prepared from (2-aminomethyl-quinazolin-4-yl)-(4-methoxy-phenyl)-methyl-amine (100 mg, 0.37 mmol), Boc-D-Ala-OH (70 mg, 0.37 mmol), EDCI (86 mg, 0.45 mmol), HOBt-hydrate (68 mg, 0.82 mmol) and ethyl-diisopropyl-amine (191 μL, 1.1 mmol) in DMF (1.2 mL) by a procedure similar to the preparation of Example 238a and was isolated as a yellow solid, 114 mg (67%).... Solvent: CN(C)C=O (DMF). Starting materials: C(C)(C)(C)OC(N[C@H](C)C(NCC1=NC2=CC=CC=C2C(=N1)N(C)C1=CC=C(C=C1)OC)=O)=O ([(R)-1-({4-[(4-Methoxy-phenyl)-methyl-amino]-quinazolin-2-ylmethyl}-carbamoyl)-ethyl]-carbamic acid tert-butyl ester), NCC1=NC2=CC=CC=C2C(=N1)N(C)C1=CC=C(C=C1)OC ((2-aminomethyl-quinazolin-4-yl)-(4-methoxy-phenyl)-methyl-amine), N([C@H](C)C(=O)O)C(=O)OC(C)(C)C (Boc-D-Ala-OH), CCN=C=NCCCN(C)C (EDCI), HOBt hydrate, C(C)N(C(C)C)C(C)C (ethyl-diisopropyl-amine). Starting materials: CC1=C(N=C(O1)C1=CC=CC=C1)C(=O)OCC (ethyl 5-methyl-2-phenyloxazole-4-carboxylate), C1CC(=O)N(C1=O)Br (NBS). The solvent is C(Cl)(Cl)(Cl)Cl (CCl4). Product: BrCC1=C(N=C(O1)C1=CC=CC=C1)C(=O)OCC (ethyl 5-(bromomethyl)-2-phenyloxazole-4-carboxylate). The yield is 34.9%. RXN SMILES: [CH3:1][C:2]1[O:6][C:5]([C:7]2[CH:12]=[CH:11][CH:10]=[CH:9][CH:8]=2)=[N:4][C:3]=1[C:13]([O:15][CH2:16][CH3:17])=[O:14].C1C(=O)N([Br:25])C(=O)C1>C(Cl)(Cl)(Cl)Cl>[Br:25][CH2:1][C:2]1[O:6][C:5]([C:7]2[CH:12]=[CH:11][CH:10]=[CH:9][CH:8]=2)=[N:4][C:3]=1[C:13]([O:15][CH2:16][CH3:17])=[O:14]. Procedure: A solution of ethyl 5-methyl-2-phenyloxazole-4-carboxylate (11.0 g, 48 mmol), NBS (8.5 g, 48 mmol), and BPO (100 mg) in CCl4 (200 ml) was heated at reflux for 16 h. The reaction mixture was concentrated in vacuo and purified by flash chromatography to give ethyl 5-(bromomethyl)-2-phenyloxazole-4-carboxylate as a tan solid (5.2 g, 35% yield). Reactants: C=1SC=C2OC3=C(NC(C21)=O)C=CC=C3 (thieno[3,4-b][1,5]benzoxazepin-10(9H)-one), S(=O)(=O)(Cl)Cl (sulfuryl chloride). The solvent is C(Cl)Cl (methylene chloride). Run at time 8 hour. Yields the product ClC=1SC=C2C1OC1=C(NC2=O)C=CC=C1 (3-chloro-thieno[3,4-b][1,5]benzoxazepin-10(9H)-one). As a reaction SMILES: [CH:1]1[S:2][CH:3]=[C:4]2[C:10]=1[C:9](=[O:11])[NH:8][C:7]1[CH:12]=[CH:13][CH:14]=[CH:15][C:6]=1[O:5]2.S(Cl)([Cl:19])(=O)=O>C(Cl)Cl>[Cl:19][C:3]1[S:2][CH:1]=[C:10]2[C:9](=[O:11])[NH:8][C:7]3[CH:12]=[CH:13][CH:14]=[CH:15][C:6]=3[O:5][C:4]=12. Reported procedure: An 8.0 g. portion of thieno[3,4-b][1,5]benzoxazepin-10(9H)-one is suspended in 364 ml. of methylene chloride. A 3.27 ml. portion of sulfuryl chloride is added dropwise and the mixture is stirred overnight. The solid is collected and washed with methylene chloride, giving 3-chloro-thieno[3,4-b][1,5]benzoxazepin-10(9H)-one. The reactants are [K+].[Br-] (KBr), foam, C1(=CC=CC=C1)CCCCCCCCNC(=O)C=1C=C(C(=C(C1)C1=CC(=CC=C1)C(F)(F)F)O)C1=CC(=CC=C1)C(F)(F)F (2′-Hydroxy-3,3″-bis-trifluoromethyl-[1,1′:3′1″]terphenyl-5′-carboxylic acid (8-phenyl-octyl)-amide), ClS(=O)(=O)C1=CC(=C(C(=O)O)C=C1)O (4-chlorosulfonyl-2-hydroxy-benzoic acid). The product is OC1=C(C(=O)O)C=CC(=C1)S(=O)(=O)OC1=C(C=C(C=C1C1=CC(=CC=C1)C(F)(F)F)C(NCCCCCCCCC1=CC=CC=C1)=O)C1=CC(=CC=C1)C(F)(F)F (2-Hydroxy-4-[5′-(8-phenyl-octylcarbamoyl)-3,3″-bis-trifluoromethyl-[1,1′:3′,1″]terphenyl-2′-yloxysulfonyl]-benzoic acid). Reaction SMILES: [C:1]1([CH2:7][CH2:8][CH2:9][CH2:10][CH2:11][CH2:12][CH2:13][CH2:14][NH:15][C:16]([C:18]2[CH:19]=[C:20]([C:35]3[CH:40]=[CH:39][CH:38]=[C:37]([C:41]([F:44])([F:43])[F:42])[CH:36]=3)[C:21]([OH:34])=[C:22]([C:24]3[CH:29]=[CH:28][CH:27]=[C:26]([C:30]([F:33])([F:32])[F:31])[CH:25]=3)[CH:23]=2)=[O:17])[CH:6]=[CH:5][CH:4]=[CH:3][CH:2]=1.Cl[S:46]([C:49]1[CH:57]=[CH:56][C:52]([C:53]([OH:55])=[O:54])=[C:51]([OH:58])[CH:50]=1)(=[O:48])=[O:47].[K+].[Br-]>>[OH:58][C:51]1[CH:50]=[C:49]([S:46]([O:34][C:21]2[C:20]([C:35]3[CH:40]=[CH:39][CH:38]=[C:37]([C:41]([F:42])([F:43])[F:44])[CH:36]=3)=[CH:19][C:18]([C:16](=[O:17])[NH:15][CH2:14][CH2:13][CH2:12][CH2:11][CH2:10][CH2:9][CH2:8][CH2:7][C:1]3[CH:6]=[CH:5][CH:4]=[CH:3][CH:2]=3)=[CH:23][C:22]=2[C:24]2[CH:29]=[CH:28][CH:27]=[C:26]([C:30]([F:33])([F:31])[F:32])[CH:25]=2)(=[O:48])=[O:47])[CH:57]=[CH:56][C:52]=1[C:53]([OH:55])=[O:54] |f:2.3|. Procedure details: The title compound was prepared as an white foam (0.541 g, 78%) from 2′-Hydroxy-3,3″-bis-trifluoromethyl-[1,1′:3′1″]terphenyl-5′-carboxylic acid (8-phenyl-octyl)-amide and 4-chlorosulfonyl-2-hydroxy-benzoic acid using a procedure similar to step 3 of Example 179. 1H NMR (DMSO-d6) δ11.60 (bs, 2H); 8.70 (t, 1H); 7.94 (s, 2H); 7. 88-7.80 (m, 4H); 7.69-7.57 (m, 5H); 7.26-7.10 (m, 5H); 6.68 (dd, 1H); 6.57 (d, 1H); 3.25 (dd, 2H); 2.52 (t, 2H); 1.53 (m, 4H); 1.28 (m, 8H); IR (KBr) 3400, 2950, 2840, 169... The reactants are Cl (hydrochloric acid), [N+](=O)([O-])C1=C(C=O)C=CC=C1 (2-nitrobenzaldehyde), C(C)O (ethanol). Reagents/catalysts: [Fe] (Iron). The solvent is O (water). The product is NC1=C(C=O)C=CC=C1 (2-aminobenzaldehyde). Yield: 96.7%. As a reaction SMILES: Cl.[N+:2]([C:5]1[CH:12]=[CH:11][CH:10]=[CH:9][C:6]=1[CH:7]=[O:8])([O-])=O.C(O)C>[Fe].O>[NH2:2][C:5]1[CH:12]=[CH:11][CH:10]=[CH:9][C:6]=1[CH:7]=[O:8]. Procedure: Iron powder (39 g; 700 mmol) and concentrated hydrochloric acid (0.583 mL; 7 mmol) were added to a solution of 2-nitrobenzaldehyde (10.58 g; 70 mmol) in a mixture ethanol (210 mL)-water (52 mL). The well-stirred reaction mixture was heated to reflux for 5 h. After cooling, the suspension was filtered on a plug of celite, washed with ethanol and the filtrate was concentrated under reduced pressure until the organics were removed. The remaining aqueous layer was extracted with ethyl acetate, the o... Starting materials: C([O-])([O-])=O.[K+].[K+] (potassium carbonate), CI (methyl iodide), CC1=CC=NC=C1C(=O)O (4-methylnicotinic acid). The solvent is CN(C=O)C (N,N-dimethylformamide). Conditions: time 3 hour. The product is CC1=CC=NC=C1C(=O)OC (Methyl 4-methylnicotinate). Isolated yield 33.4%. Reaction SMILES: [C:1](=O)([O-])[O-].[K+].[K+].CI.[CH3:9][C:10]1[C:15]([C:16]([OH:18])=[O:17])=[CH:14][N:13]=[CH:12][CH:11]=1>CN(C)C=O>[CH3:9][C:10]1[C:15]([C:16]([O:18][CH3:1])=[O:17])=[CH:14][N:13]=[CH:12][CH:11]=1 |f:0.1.2|. Procedure: In a nitrogen atmosphere, 6.89 g of potassium carbonate and 4.6 mL of methyl iodide were added in that order to N,N-dimethylformamide (100 mL) solution of 6.86 g of 4-methylnicotinic acid, and stirred at room temperature for 3 hours. The solvent was evaporated off under reduced pressure, then aqueous sodium hydrogencarbonate solution was added to the residue and extracted with chloroform. The chloroform layer was washed with saturated saline water, and dried with anhydrous sodium sulfate. The so... Starting materials: O=C([O-])[O-], C#CCBr, CC(C)=O, Cc1c(CC2CCc3[nH]c4ccccc4c3C2=O)ncn1C(c1ccccc1)(c1ccccc1)c1ccccc1, [K+], [K+], O. Product: C#CCn1c2c(c3ccccc31)C(=O)C(Cc1ncn(C(c3ccccc3)(c3ccccc3)c3ccccc3)c1C)CC2. RXN SMILES: [C:45](=[O:46])([O-:47])[O-:48].[CH2:1]([C:2]#[CH:3])[Br:4].[CH3:52][C:53](=[O:54])[CH3:55].[CH3:5][c:6]1[c:7]([CH2:30][CH:31]2[CH2:32][CH2:33][c:34]3[nH:35][c:36]4[cH:37][cH:38][cH:39][cH:40][c:41]4[c:42]3[C:43]2=[O:44])[n:8][cH:9][n:10]1[C:11]([c:12]1[cH:13][cH:14][cH:15][cH:16][cH:17]1)([c:18]1[cH:19][cH:20][cH:21][cH:22][cH:23]1)[c:24]1[cH:25][cH:26][cH:27][cH:28][cH:29]1.[K+:49].[K+:50].[OH2:51]>>[CH:1]#[C:2][CH2:3][n:35]1[c:34]2[c:42]([c:41]3[c:36]1[cH:37][cH:38][cH:39][cH:40]3)[C:43](=[O:44])[CH:31]([CH2:30][c:7]1[c:6]([CH3:5])[n:10]([C:11]([c:12]3[cH:13][cH:14][cH:15][cH:16][cH:17]3)([c:18]3[cH:19][cH:20][cH:21][cH:22][cH:23]3)[c:24]3[cH:25][cH:26][cH:27][cH:28][cH:29]3)[cH:9][n:8]1)[CH2:32][CH2:33]2. Starting materials: Cl, COc1cc(-c2nc3sccn3c2-c2ccnc(NC3CCCN(C(=O)OC(C)(C)C)C3)n2)ccc1F, C1COCCO1. The product is Cl, COc1cc(-c2nc3sccn3c2-c2ccnc(NC3CCCNC3)n2)ccc1F. As a reaction SMILES: [ClH:38].[F:1][c:2]1[c:3]([O:36][CH3:37])[cH:4][c:5](-[c:8]2[n:9][c:10]3[s:11][cH:12][cH:13][n:14]3[c:15]2-[c:16]2[n:17][c:18]([NH:22][CH:23]3[CH2:24][N:25]([C:29]([O:30][C:31]([CH3:32])([CH3:33])[CH3:34])=[O:35])[CH2:26][CH2:27][CH2:28]3)[n:19][cH:20][cH:21]2)[cH:6][cH:7]1.[O:39]1[CH2:40][CH2:41][O:42][CH2:43][CH2:44]1>>[ClH:38].[F:1][c:2]1[c:3]([O:36][CH3:37])[cH:4][c:5](-[c:8]2[n:9][c:10]3[s:11][cH:12][cH:13][n:14]3[c:15]2-[c:16]2[n:17][c:18]([NH:22][CH:23]3[CH2:24][NH:25][CH2:26][CH2:27][CH2:28]3)[n:19][cH:20][cH:21]2)[cH:6][cH:7]1.